From a dataset of the Open Reaction Database (ORD), a public repository of structured organic reaction records. describe an organic reaction: reactants, conditions, products, and yield Reaction SMILES: [Br:1][C:2]1[CH:3]=[C:4]([OH:8])[CH:5]=[CH:6][CH:7]=1.Br[CH:10]1[CH2:12][CH2:11]1.C([O-])([O-])=O.[K+].[K+].O>CN(C=O)C.C(OCC)C>[Br:1][C:2]1[CH:7]=[CH:6][CH:5]=[C:4]([O:8][CH:10]2[CH2:12][CH2:11]2)[CH:3]=1 |f:2.3.4|. Conditions: temperature 180 celsius. Reported procedure: A mixture of 3-bromophenol (4.80 mmol, 0.83 g), bromocyclopropane (27.71 mmol, 2.22 ml), K2CO3 (23.15 mmol, 3.2 g) in DMF (18 ml) was heated at 180° C. for 8 hours in a microwave oven. Water and diethyl ether were added and the organic phase was evaporated affording 0.85 g of the expected product. The yield is 83.1%. Product: BrC1=CC(=CC=C1)OC1CC1 (1-Bromo-3-cyclopropoxybenzene). Starting materials: O (Water), BrC=1C=C(C=CC1)O (3-bromophenol), BrC1CC1 (bromocyclopropane), C(=O)([O-])[O-].[K+].[K+] (K2CO3). The solvent is C(C)OCC (diethyl ether), CN(C)C=O (DMF).